Dataset: the Open Reaction Database (ORD), a public repository of structured organic reaction records. Task: describe an organic reaction: reactants, conditions, products, and yield The reactants are CC(C)N=C=O, CCOc1cc(C(C)(C)C)ncc1C1=NC(C)(c2ccc(Cl)cc2)C(C)(c2ccc(Cl)cc2)N1C(=O)N1CCC(N)CC1. Product: CCOc1cc(C(C)(C)C)ncc1C1=NC(C)(c2ccc(Cl)cc2)C(C)(c2ccc(Cl)cc2)N1C(=O)N1CCC(NC(=O)NC(C)C)CC1. Reaction SMILES: [CH:44]([CH3:45])([CH3:46])[N:47]=[C:48]=[O:49].[NH2:1][CH:2]1[CH2:3][CH2:4][N:5]([C:8](=[O:9])[N:10]2[C:11]([c:31]3[cH:32][n:33][c:34]([C:40]([CH3:41])([CH3:42])[CH3:43])[cH:35][c:36]3[O:37][CH2:38][CH3:39])=[N:12][C:13]([CH3:23])([c:24]3[cH:25][cH:26][c:27]([Cl:30])[cH:28][cH:29]3)[C:14]2([CH3:15])[c:16]2[cH:17][cH:18][c:19]([Cl:22])[cH:20][cH:21]2)[CH2:6][CH2:7]1>>[NH:1]([CH:2]1[CH2:3][CH2:4][N:5]([C:8](=[O:9])[N:10]2[C:11]([c:31]3[cH:32][n:33][c:34]([C:40]([CH3:41])([CH3:42])[CH3:43])[cH:35][c:36]3[O:37][CH2:38][CH3:39])=[N:12][C:13]([CH3:23])([c:24]3[cH:25][cH:26][c:27]([Cl:30])[cH:28][cH:29]3)[C:14]2([CH3:15])[c:16]2[cH:17][cH:18][c:19]([Cl:22])[cH:20][cH:21]2)[CH2:6][CH2:7]1)[C:48]([NH:47][CH:44]([CH3:45])[CH3:46])=[O:49]. The reactants are BrCCNC(c1ccccc1)(c1ccccc1)c1ccccc1, O=C([O-])[O-], COc1ccccc1N1CCNCC1, CN(C)C=O, CC#N, [I-], [K+], [K+], [Na+]. Product: COc1ccccc1N1CCN(CCNC(c2ccccc2)(c2ccccc2)c2ccccc2)CC1. Reaction SMILES: [Br:1][CH2:2][CH2:3][NH:4][C:5]([c:6]1[cH:7][cH:8][cH:9][cH:10][cH:11]1)([c:12]1[cH:13][cH:14][cH:15][cH:16][cH:17]1)[c:18]1[cH:19][cH:20][cH:21][cH:22][cH:23]1.[C:38](=[O:39])([O-:40])[O-:41].[CH3:24][O:25][c:26]1[c:27]([N:32]2[CH2:33][CH2:34][NH:35][CH2:36][CH2:37]2)[cH:28][cH:29][cH:30][cH:31]1.[CH3:46][N:47]([CH3:48])[CH:49]=[O:50].[CH3:51][C:52]#[N:53].[I-:45].[K+:42].[K+:43].[Na+:44]>>[CH2:2]([CH2:3][NH:4][C:5]([c:6]1[cH:7][cH:8][cH:9][cH:10][cH:11]1)([c:12]1[cH:13][cH:14][cH:15][cH:16][cH:17]1)[c:18]1[cH:19][cH:20][cH:21][cH:22][cH:23]1)[N:35]1[CH2:34][CH2:33][N:32]([c:27]2[c:26]([O:25][CH3:24])[cH:31][cH:30][cH:29][cH:28]2)[CH2:37][CH2:36]1. The reactants are C1=CC=C(C(=C1)N)Br, CCOC(=O)C1=CC=C(C=C1)I. The reagents and catalysts are C(=O)([O-])[O-].[Cs+].[Cs+], C1=CC=C(C=C1)P(C2=CC=CC=C2)C3=C(C4=CC=CC=C4C=C3)C5=C(C=CC6=CC=CC=C65)P(C7=CC=CC=C7)C8=CC=CC=C8, CC(=O)O.CC(=O)O.[Pd]. Run in CC1=CC=CC=C1. Conditions: temperature 100 celsius. Product: CCOC(=O)C1=CC=C(C=C1)NC2=CC=CC=C2Br. Isolated yield 60.2%. Procedure details: 2-Bromoaniline (1.851 mL, 16.35 mmol) and ethyl 4-iodobenzoate (2.60 mL, 15.58 mmol) were dissolved in toluene (argon bubbled through for 10 min) (80 mL). To the stirred mixture were palladium acetate (0.175 g, 0.78 mmol), rac-2,2'-bis(diphenylphosphino)-1,1'-binaphthyl (0.776 g, 1.25 mmol) and cesium carbonate (7.10 g, 21.81 mmol) added, argon bubbled through the reaction for 2 min and heated then at 100 °C for 3 h. The reaction was not complete (the reaction was checked on a worked-up portion ... The reactants are ClC1=NC=C2C(C(=CN(C2=C1Cl)C1=CC=C(C=C1)F)C(=O)OCC)=O (ethyl 7,8-dichloro-1-(4-fluorophenyl)-1,4-dihydro-4-oxo-1,6-naphthyridine-3-carboxylate), ice water, O (water), S(O)(O)(=O)=O (sulphuric acid). The solvent is C(C)(=O)O (acetic acid). Product: ClC1=NC=C2C(C(=CN(C2=C1Cl)C1=CC=C(C=C1)F)C(=O)O)=O (7,8Dichloro-1-(4-fluorophenyl)-1,4-dihydro-4-oxo-1,6-naphthyridine-3-carboxylic acid). Reaction SMILES: [Cl:1][C:2]1[C:11]([Cl:12])=[C:10]2[C:5]([C:6](=[O:25])[C:7]([C:20]([O:22]CC)=[O:21])=[CH:8][N:9]2[C:13]2[CH:18]=[CH:17][C:16]([F:19])=[CH:15][CH:14]=2)=[CH:4][N:3]=1.O.S(=O)(=O)(O)O>C(O)(=O)C>[Cl:1][C:2]1[C:11]([Cl:12])=[C:10]2[C:5]([C:6](=[O:25])[C:7]([C:20]([OH:22])=[O:21])=[CH:8][N:9]2[C:13]2[CH:14]=[CH:15][C:16]([F:19])=[CH:17][CH:18]=2)=[CH:4][N:3]=1. Procedure details: 3.3 g (0.0087 mol) of ethyl 7,8-dichloro-1-(4-fluorophenyl)-1,4-dihydro-4-oxo-1,6-naphthyridine-3-carboxylate are heated at reflux in a mixture of 11.5 ml of acetic acid, 11.5 ml of water and 1.15 ml of concentrated sulphuric acid for two hours. The cooled mixture is put into ice-water, the product is isolated and washed with water. Starting materials: ClC1=CNC2=CC(=CC=C12)C(=O)NC(COCC1CCNCC1)C1=C(C=CC=C1)Cl (3-chloro-N-[1-(2-chloro-phenyl)-2-(piperidin-4-ylmethoxy)ethyl]-1H-indole-6-carboxamide), CC(=O)C (acetone). RXN SMILES: [Cl:1][C:2]1[C:10]2[C:5](=[CH:6][C:7]([C:11]([NH:13][CH:14]([C:24]3[CH:29]=[CH:28][CH:27]=[CH:26][C:25]=3[Cl:30])[CH2:15][O:16][CH2:17][CH:18]3[CH2:23][CH2:22][NH:21][CH2:20][CH2:19]3)=[O:12])=[CH:8][CH:9]=2)[NH:4][CH:3]=1.[CH3:31][C:32]([CH3:34])=O>>[Cl:1][C:2]1[C:10]2[C:5](=[CH:6][C:7]([C:11]([NH:13][CH:14]([C:24]3[CH:29]=[CH:28][CH:27]=[CH:26][C:25]=3[Cl:30])[CH2:15][O:16][CH2:17][CH:18]3[CH2:23][CH2:22][N:21]([CH:32]([CH3:34])[CH3:31])[CH2:20][CH2:19]3)=[O:12])=[CH:8][CH:9]=2)[NH:4][CH:3]=1. Reported procedure: Using alkylation method A, 3-chloro-N-[1-(2-chloro-phenyl)-2-(piperidin-4-ylmethoxy)ethyl]-1H-indole-6-carboxamide (200 mg, 0.41 mmol) and acetone (2.5 mL, 54 mmol) afforded, after purification (SiO2: 10:10:1 hexane:EtOAc:isopropylamine), 132 mg (66%) of the title compound. The product is ClC1=CNC2=CC(=CC=C12)C(=O)NC(COCC1CCN(CC1)C(C)C)C1=C(C=CC=C1)Cl (3-Chloro-N-[1-(2-chlorophenyl)-2-(1-isopropylpiperidin-4-yl-methoxy)ethyl]-1H-indole-6-carboxamide). The reactants are C(C)(C)C1=CC=C(C=C1)C=1N=C(SC1)N(CCC(=O)O)CC=1SC=CC1 (3-{[4-(4-Isopropyl-phenyl)-thiazol-2-yl]-thiophen-2-ylmethyl-amino}-propionic acid), C1(=CC=CC=C1)P(=O)(C1=CC=CC=C1)N=[N+]=[N-] (diphenyl phosphoryl azide), CCN(C(C)C)C(C)C (DIEA), CS(=O)(=O)N (methane sulfonamide). Solvent: CC#N (CH3CN). Conditions: time 16 hour. Yields the product C(C)(C)C1=CC=C(C=C1)C=1N=C(SC1)N(CCNC(=O)NS(=O)(=O)C)CC=1SC=CC1 ((2-{[4-(4-Isopropyl-phenyl)-thiazol-2-yl]-thiophen-2-ylmethyl-amino}-ethyl) 3-methanesulfonyl-urea). RXN SMILES: [CH:1]([C:4]1[CH:9]=[CH:8][C:7]([C:10]2[N:11]=[C:12]([N:15]([CH2:21][C:22]3[S:23][CH:24]=[CH:25][CH:26]=3)[CH2:16][CH2:17]C(O)=O)[S:13][CH:14]=2)=[CH:6][CH:5]=1)([CH3:3])[CH3:2].C1(P(N=[N+]=[N-])(C2C=CC=CC=2)=[O:34])C=CC=CC=1.CC[N:46]([CH:50](C)C)C(C)C.[CH3:53][S:54]([NH2:57])(=[O:56])=[O:55]>CC#N>[CH:1]([C:4]1[CH:9]=[CH:8][C:7]([C:10]2[N:11]=[C:12]([N:15]([CH2:21][C:22]3[S:23][CH:24]=[CH:25][CH:26]=3)[CH2:16][CH2:17][NH:46][C:50]([NH:57][S:54]([CH3:53])(=[O:56])=[O:55])=[O:34])[S:13][CH:14]=2)=[CH:6][CH:5]=1)([CH3:2])[CH3:3]. Reported procedure: A mixture of 3-{[4-(4-Isopropyl-phenyl)-thiazol-2-yl]-thiophen-2-ylmethyl-amino}-propionic acid (50 mg, 0.14 mmol), diphenyl phosphoryl azide (50 uL, 0.18 mmol) and DIEA (100 μL) was heated in CH3CN at 60° C. for 1 hour. After cooling to room temperature methane sulfonamide (30 mg, 0.32 mmol) was added and reaction mixture was stirred. After 16 h, the reaction mixture was concentrated in high vacuum. The crude residue was purified on silica gel column (ethyl acetate/hexane 1:1) to afford (2-{[4-...